Dataset: the Open Reaction Database (ORD), a public repository of structured organic reaction records. Task: describe an organic reaction: reactants, conditions, products, and yield The reactants are C1CCOC1, COC(=O)c1cc2c([nH]1)CCC2Cc1cc(C)cc(C)c1, CO, [Li+], [OH-], O. The product is Cc1cc(C)cc(CC2CCc3[nH]c(C(=O)O)cc32)c1. As a reaction SMILES: [CH2:27]1[O:28][CH2:29][CH2:30][CH2:31]1.[CH3:1][c:2]1[cH:3][c:4]([CH2:5][CH:6]2[CH2:7][CH2:8][c:9]3[nH:10][c:11]([C:14](=[O:15])[O:16][CH3:17])[cH:12][c:13]32)[cH:18][c:19]([CH3:21])[cH:20]1.[CH3:25][OH:26].[Li+:24].[OH-:23].[OH2:22]>>[CH3:1][c:2]1[cH:3][c:4]([CH2:5][CH:6]2[CH2:7][CH2:8][c:9]3[nH:10][c:11]([C:14](=[O:15])[OH:16])[cH:12][c:13]32)[cH:18][c:19]([CH3:21])[cH:20]1. As a reaction SMILES: [CH3:1][C:2]1[CH:7]=[CH:6][C:5]([S:8]([O:11][CH2:12][CH:13]2[CH2:17][C:16]3[CH:18]=[C:19]([Cl:24])[CH:20]=[C:21]([O:22]C)[C:15]=3[O:14]2)(=[O:10])=[O:9])=[CH:4][CH:3]=1>Br>[CH3:1][C:2]1[CH:7]=[CH:6][C:5]([S:8]([O:11][CH2:12][CH:13]2[CH2:17][C:16]3[CH:18]=[C:19]([Cl:24])[CH:20]=[C:21]([OH:22])[C:15]=3[O:14]2)(=[O:9])=[O:10])=[CH:4][CH:3]=1. The solvent is Br (hydrogen bromide). Reported procedure: Treatment of (±)-(5-chloro-7-methoxy-2,3-dihydro-1-benzofuran-2-yl)methyl 4-methylbenzenesulfonate (22.1 g, 0.06 mol) with hydrogen bromide (400 mL, 30 wt. % in acetic acid) generally according to the procedure described for Intermediate 46 gave 14.6 g of (±)-(5-chloro-7-hydroxy-2,3-dihydro-1-benzofuran-2-yl)methyl 4-methylbenzenesulfonate as a colorless oil. Treatment of (±)-(5-chloro-7-hydroxy-2,3-dihydro-1-benzofuran-2-yl)methyl 4-methylbenzenesulfonate (4.5 g, 12.68 mmol) with trifluorometha... The yield is 68.6%. The product is CC1=CC=C(C=C1)S(=O)(=O)OCC1OC2=C(C1)C=C(C=C2O)Cl ((±)-(5-chloro-7-hydroxy-2,3-dihydro-1-benzofuran-2-yl)methyl 4-methylbenzenesulfonate). Reactants: CC1=CC=C(C=C1)S(=O)(=O)OCC1OC2=C(C1)C=C(C=C2OC)Cl ((±)-(5-chloro-7-methoxy-2,3-dihydro-1-benzofuran-2-yl)methyl 4-methylbenzenesulfonate), Intermediate 46. Reactants: C(C)(C)OC1=C(C(=O)O)C=C(C=C1)S(=O)(=O)C (2-isopropoxy-5-methanesulfonyl-benzoic acid), Cl.[N+](=O)([O-])C1=CC=CC2=C1N=C(S2)N2CCNCC2 (4-Nitro-2-piperazin-1-yl-benzothiazole hydrochloride). Run in O1CCCC1 (tetrahydrofuran). The product is C(C)(C)OC1=C(C=C(C=C1)S(=O)(=O)C)C(=O)N1CCN(CC1)C=1SC2=C(N1)C(=CC=C2)[N+](=O)[O-] ((2-Isopropoxy-5-methanesulfonyl-phenyl)-[4-(4-nitro-benzothiazol-2-yl)-piperazin-1-yl]-methanone). As a reaction SMILES: [CH:1]([O:4][C:5]1[CH:13]=[CH:12][C:11]([S:14]([CH3:17])(=[O:16])=[O:15])=[CH:10][C:6]=1[C:7]([OH:9])=O)([CH3:3])[CH3:2].Cl.[N+:19]([C:22]1[C:27]2[N:28]=[C:29]([N:31]3[CH2:36][CH2:35][NH:34][CH2:33][CH2:32]3)[S:30][C:26]=2[CH:25]=[CH:24][CH:23]=1)([O-:21])=[O:20]>O1CCCC1>[CH:1]([O:4][C:5]1[CH:13]=[CH:12][C:11]([S:14]([CH3:17])(=[O:16])=[O:15])=[CH:10][C:6]=1[C:7]([N:34]1[CH2:35][CH2:36][N:31]([C:29]2[S:30][C:26]3[CH:25]=[CH:24][CH:23]=[C:22]([N+:19]([O-:21])=[O:20])[C:27]=3[N:28]=2)[CH2:32][CH2:33]1)=[O:9])([CH3:2])[CH3:3] |f:1.2|. Procedure details: Prepared in analogy to example 1.1 b) from 2-isopropoxy-5-methanesulfonyl-benzoic acid (Example 2.2) and 4-Nitro-2-piperazin-1-yl-benzothiazole hydrochloride in tetrahydrofuran. The crude material was purified by chromatography (SiO2, heptane/ethyl acetate), and the residue was then triturated in ether to yield the title compound as a white solid. Starting materials: C(C)(=O)N1C(C(C2=CC=C(C=C12)C(=O)OC)=C(C1=CC=CC=C1)OCC)=O (1-acetyl-3-(1-ethoxy-1-phenylmethylene)-6-methoxycarbonyl-2-indolinone), C(C1=CC=CC=C1)N(C)CCN(S(=O)(=O)C)C1=CC=C(N)C=C1 (4-(N-(2(N-benzyl-N-methyl-amino)-ethyl)-N-methylsulphonyl-amino)-aniline). The product is C(C1=CC=CC=C1)N(C)CCN(S(=O)(=O)C)C1=CC=C(N\C(\C2=CC=CC=C2)=C\2/C(NC3=CC(=CC=C23)C(=O)OC)=O)C=C1 (3-Z-[1-(4-((2-(N-benzyl-N-methyl-amino)-ethyl)-N-methylsulphonyl-amino)-anilino)-1-phenyl-methylene]-6-methoxycarbonyl-2-indolinone). RXN SMILES: C([N:4]1[C:12]2[C:7](=[CH:8][CH:9]=[C:10]([C:13]([O:15][CH3:16])=[O:14])[CH:11]=2)[C:6](=[C:17](OCC)[C:18]2[CH:23]=[CH:22][CH:21]=[CH:20][CH:19]=2)[C:5]1=[O:27])(=O)C.[CH2:28]([N:35]([CH2:37][CH2:38][N:39]([C:44]1[CH:50]=[CH:49][C:47]([NH2:48])=[CH:46][CH:45]=1)[S:40]([CH3:43])(=[O:42])=[O:41])[CH3:36])[C:29]1[CH:34]=[CH:33][CH:32]=[CH:31][CH:30]=1>>[CH2:28]([N:35]([CH2:37][CH2:38][N:39]([C:44]1[CH:50]=[CH:49][C:47]([NH:48]/[C:17](=[C:6]2\[C:5](=[O:27])[NH:4][C:12]3[C:7]\2=[CH:8][CH:9]=[C:10]([C:13]([O:15][CH3:16])=[O:14])[CH:11]=3)/[C:18]2[CH:23]=[CH:22][CH:21]=[CH:20][CH:19]=2)=[CH:46][CH:45]=1)[S:40]([CH3:43])(=[O:41])=[O:42])[CH3:36])[C:29]1[CH:30]=[CH:31][CH:32]=[CH:33][CH:34]=1. Procedure: Prepared from 1-acetyl-3-(1-ethoxy-1-phenylmethylene)-6-methoxycarbonyl-2-indolinone and 4-(N-(2(N-benzyl-N-methyl-amino)-ethyl)-N-methylsulphonyl-amino)-aniline Rf value: 0.7 (silica gel, methylene chloride/methanol=10:1) C34H34N4O5S Starting materials: NC1C(N([C@@H]([C@@H](C1)C1=C(C(=CC=C1F)F)F)C)CC(F)(F)F)=O ((5S,6R)-3-amino-6-methyl-1-(2,2,2-trifluoroethyl)-5-(2,3,6-trifluorophenyl)piperidin-2-one), N1C(=CC2=CC=CC=C12)C(=O)O (1H-indole-2-carboxylic acid). Reagents/catalysts: ClC=1C(=C(C=O)C=C(C1)Cl)O (3,5-dichloro-2-hydroxybenzaldehyde). Run in C(C)(=O)OC(C)C (isopropyl acetate), C1CCOC1 (THF). Reaction conditions: temperature 57.5 celsius, time 18 hour. The product is N1C(=CC2=CC=CC=C12)C(=O)[O-].C[C@@H]1[C@@H](C[C@@H](C(N1CC(F)(F)F)=O)[NH3+])C1=C(C(=CC=C1F)F)F ((3S,5S,6R)-6-methyl-2-oxo-1-(2,2,2-trifluoroethyl)-5-(2,3,6-trifluorophenyl)piperidin-3-aminium 1H-indole-2-carboxylate). The yield is 79.0%. Reaction SMILES: [NH2:1][CH:2]1[CH2:7][C@@H:6]([C:8]2[C:13]([F:14])=[CH:12][CH:11]=[C:10]([F:15])[C:9]=2[F:16])[C@@H:5]([CH3:17])[N:4]([CH2:18][C:19]([F:22])([F:21])[F:20])[C:3]1=[O:23].[NH:24]1[C:32]2[C:27](=[CH:28][CH:29]=[CH:30][CH:31]=2)[CH:26]=[C:25]1[C:33]([OH:35])=[O:34]>C(OC(C)C)(=O)C.C1COCC1.ClC1C(O)=C(C=C(Cl)C=1)C=O>[NH:24]1[C:32]2[C:27](=[CH:28][CH:29]=[CH:30][CH:31]=2)[CH:26]=[C:25]1[C:33]([O-:35])=[O:34].[CH3:17][C@H:5]1[N:4]([CH2:18][C:19]([F:20])([F:22])[F:21])[C:3](=[O:23])[C@@H:2]([NH3+:1])[CH2:7][C@H:6]1[C:8]1[C:13]([F:14])=[CH:12][CH:11]=[C:10]([F:15])[C:9]=1[F:16] |f:5.6|. Procedure: To a mixture of crude material containing 24 (2.00 g, 5.88 mmol) and 3,5-dichloro-2-hydroxybenzaldehyde (0.011 g, 0.059 mmol) in isopropyl acetate (15.0 ml) at 55-60° C. under nitrogen was slowly added a solution of 1H-indole-2-carboxylic acid (0.96 g, 5.88 mmol) in THF (10.0 ml) over 2 hours. Upon completion of acid addition, a thick salt suspension was agitated at 55-60° C. for another 18 h and then was allowed to cool to ambient temperature. The salt was filtered and washed with isopropyl ace... Starting materials: O1C=NC=C1CC(=O)O (2-(oxazol-5-yl)acetic acid), C(C1=CC=CC=C1)[C@H]1CN(CCN1)C1=CC=C2C(=NN(C2=C1)C(C)C)CC (6-((S)-3-benzyl-piperazin-1-yl)-1-isopropyl-3-ethyl-1H-indazole). Yields the product C(C1=CC=CC=C1)[C@@H]1N(CCN(C1)C1=CC=C2C(=NN(C2=C1)C(C)C)CC)C(CC1=CN=CO1)=O ((S)-1-(2-benzyl-4-(3-ethyl-1-isopropyl-1H-indazol-6-yl)piperazin-1-yl)-2-(oxazol-5-yl)ethanone). Isolated yield 34.0%. Reaction SMILES: [O:1]1[C:5]([CH2:6][C:7]([OH:9])=O)=[CH:4][N:3]=[CH:2]1.[CH2:10]([C@@H:17]1[NH:22][CH2:21][CH2:20][N:19]([C:23]2[CH:31]=[C:30]3[C:26]([C:27]([CH2:35][CH3:36])=[N:28][N:29]3[CH:32]([CH3:34])[CH3:33])=[CH:25][CH:24]=2)[CH2:18]1)[C:11]1[CH:16]=[CH:15][CH:14]=[CH:13][CH:12]=1>>[CH2:10]([C@H:17]1[CH2:18][N:19]([C:23]2[CH:31]=[C:30]3[C:26]([C:27]([CH2:35][CH3:36])=[N:28][N:29]3[CH:32]([CH3:33])[CH3:34])=[CH:25][CH:24]=2)[CH2:20][CH2:21][N:22]1[C:7](=[O:9])[CH2:6][C:5]1[O:1][CH:2]=[N:3][CH:4]=1)[C:11]1[CH:12]=[CH:13][CH:14]=[CH:15][CH:16]=1. Procedure: Prepared by the method outlined for Example 189 using 2-(oxazol-5-yl)acetic acid and 6-((S)-3-benzyl-piperazin-1-yl)-1-isopropyl-3-ethyl-1H-indazole as starting materials. Product was obtained as a light brown solid (34%). LC/MS (Method B) 3.77 min, [M+1]+ 472. Starting materials: BrC=1C=CC=2N(C1)N=C(N2)NC(C2=CC=CC=C2)=O (N-(6-bromo-[1,2,4]triazolo[1,5-a]pyridin-2-yl)-benzamide), CC1(OB(OC1(C)C)C=1C=NNC1)C (4-(4,4,5,5-tetramethyl-1,3,2-dioxaborolan-2-yl)-1h-pyrazole). The product is N1N=CC(=C1)C=1C=CC=2N(C1)N=C(N2)NC(C2=CC=CC=C2)=O (N-[6-(1H-pyrazol-4-yl)[1,2,4]triazolo[1,5-a]pyridin-2-yl]benzamide). As a reaction SMILES: Br[C:2]1[CH:3]=[CH:4][C:5]2[N:6]([N:8]=[C:9]([NH:11][C:12](=[O:19])[C:13]3[CH:18]=[CH:17][CH:16]=[CH:15][CH:14]=3)[N:10]=2)[CH:7]=1.CC1(C)C(C)(C)OB([C:28]2[CH:29]=[N:30][NH:31][CH:32]=2)O1>>[NH:30]1[CH:29]=[C:28]([C:2]2[CH:3]=[CH:4][C:5]3[N:6]([N:8]=[C:9]([NH:11][C:12](=[O:19])[C:13]4[CH:18]=[CH:17][CH:16]=[CH:15][CH:14]=4)[N:10]=3)[CH:7]=2)[CH:32]=[N:31]1. Procedure details: The title compound was prepared following procedure described for example 112 but starting from N-(6-bromo-[1,2,4]triazolo[1,5-a]pyridin-2-yl)-benzamide ((B5), 95 mg, 0.3 mmol, 1 eq.) and 4-(4,4,5,5-tetramethyl-1,3,2-dioxaborolan-2-yl)-1h-pyrazole (Boron-Mol, 85 mg, 0.36 mmol, 1.2 mol eq.) as a white solid (6.2 mg, 7%). HPLC, Rt: 2.26 min (purity: 99%). LC/MS M+(ESI): 305.2.